Dataset: the Open Reaction Database (ORD), a public repository of structured organic reaction records. Task: describe an organic reaction: reactants, conditions, products, and yield Reactants: C(C)(C)(C)OC(=O)N1[C@@H](CC(C1)=NOCC)C(=O)O ((2S,4EZ)-1-(tert-butoxycarbonyl)-4-(ethoxyimino)-2-pyrrolidinecarboxylic acid), O=C1OC(=CC=C1C(=O)Cl)CCCCC (2-oxo-6-pentyl-2H-pyran-3-carbonyl chloride), COC=1C=C(CN)C=CC1OC (3,4-dimethoxybenzylamine). Yields the product COC=1C=C(CNC(=O)[C@H]2N(CC(C2)=NOCC)C(=O)C=2C(OC(=CC2)CCCCC)=O)C=CC1OC ((2S,4EZ)-N-(3,4-dimethoxybenzyl)-4-(ethoxyimino)-1-[(2-oxo-6-pentyl-2H-pyran-3-yl)carbonyl]-2-pyrrolidinecarboxamide). Reaction SMILES: C(O[C:6]([N:8]1[CH2:12][C:11](=[N:13][O:14][CH2:15][CH3:16])[CH2:10][C@H:9]1[C:17]([OH:19])=O)=[O:7])(C)(C)C.[O:20]=[C:21]1[C:26](C(Cl)=O)=[CH:25][CH:24]=[C:23]([CH2:30][CH2:31][CH2:32][CH2:33][CH3:34])[O:22]1.[CH3:35][O:36][C:37]1[CH:38]=[C:39]([CH:42]=[CH:43][C:44]=1[O:45][CH3:46])[CH2:40][NH2:41]>>[CH3:35][O:36][C:37]1[CH:38]=[C:39]([CH:42]=[CH:43][C:44]=1[O:45][CH3:46])[CH2:40][NH:41][C:17]([C@@H:9]1[CH2:10][C:11](=[N:13][O:14][CH2:15][CH3:16])[CH2:12][N:8]1[C:6]([C:26]1[C:21](=[O:20])[O:22][C:23]([CH2:30][CH2:31][CH2:32][CH2:33][CH3:34])=[CH:24][CH:25]=1)=[O:7])=[O:19]. Reported procedure: Following the general method as outlined in Example 22, starting from (2S,4EZ)-1-(tert-butoxycarbonyl)-4-(ethoxyimino)-2-pyrrolidinecarboxylic acid, 2-oxo-6-pentyl-2H-pyran-3-carbonyl chloride, and 3,4-dimethoxybenzylamine the title compound was obtained in 41% purity by LC/MS. MS(ESI+): m/z=514.2. Starting materials: C([O-])(O)=O.[Na+] (sodium bicarbonate), ClC=1C=C(C(=O)O)C=C(N1)Cl (2,6-dichloroisonicotinic acid), Cl.C(C)N=C=NCCCN(C)C (1-ethyl-3-(3-dimethylaminopropyl)carbodiimide hydrochloride), ON1N=NC2=C1C=CC=C2 (1-hydroxybenzotriazole), Cl.CNOC (N,O-dimethylhydroxyamine hydrochloride). Solvent: CN(C=O)C (dimethylformamide), C(C)N(CC)CC (triethylamine), C(C)(=O)OCC (ethyl acetate). Reaction conditions: time 17 hour. Yields the product ClC=1C=C(C(=O)N(C)OC)C=C(N1)Cl (2,6-Dichloro-N-methoxy-N-methylisonicotinamide). Isolated yield 69.7%. RXN SMILES: [Cl:1][C:2]1[CH:3]=[C:4]([CH:8]=[C:9]([Cl:11])[N:10]=1)[C:5](O)=[O:6].Cl.C(N=C=NCCCN(C)C)C.ON1C2C=CC=CC=2N=N1.Cl.[CH3:35][NH:36][O:37][CH3:38].C(=O)(O)[O-].[Na+]>CN(C)C=O.C(OCC)(=O)C.C(N(CC)CC)C>[Cl:1][C:2]1[CH:3]=[C:4]([CH:8]=[C:9]([Cl:11])[N:10]=1)[C:5]([N:36]([O:37][CH3:38])[CH3:35])=[O:6] |f:1.2,4.5,6.7|. Procedure details: 586 mg of 2,6-dichloroisonicotinic acid was dissolved in 10 ml of dimethylformamide, and 690 mg of 1-ethyl-3-(3-dimethylaminopropyl)carbodiimide hydrochloride, 490 mg of 1-hydroxybenzotriazole, 440 mg of N,O-dimethylhydroxyamine hydrochloride and 1.67 ml of triethylamine were added, and the mixture was stirred at room temperature for 17 hours. To the reaction solution was added a saturated aqueous solution of sodium bicarbonate, and the mixture was diluted with ethyl acetate. The mixture was was... Reactants: CN(C)C=O, CN1CCCC1, CCO, Cl, Cl, NC1CNC1, Nc1nc(-n2cc(C(=O)O)c(=O)c3cc(F)c(F)c(Cl)c32)c(F)cc1F. Yields the product Nc1nc(-n2cc(C(=O)O)c(=O)c3cc(F)c(N4CC(N)C4)c(Cl)c32)c(F)cc1F. As a reaction SMILES: [CH3:1][N:2]([CH3:3])[CH:4]=[O:5].[CH3:39][N:40]1[CH2:41][CH2:42][CH2:43][CH2:44]1.[CH3:45][CH2:46][OH:47].[ClH:32].[ClH:33].[NH2:34][CH:35]1[CH2:36][NH:37][CH2:38]1.[NH2:6][c:7]1[c:8]([F:31])[cH:9][c:10]([F:30])[c:11](-[n:13]2[cH:14][c:15]([C:27](=[O:28])[OH:29])[c:16](=[O:26])[c:17]3[cH:18][c:19]([F:25])[c:20]([F:24])[c:21]([Cl:23])[c:22]23)[n:12]1>>[NH2:6][c:7]1[c:8]([F:31])[cH:9][c:10]([F:30])[c:11](-[n:13]2[cH:14][c:15]([C:27](=[O:28])[OH:29])[c:16](=[O:26])[c:17]3[cH:18][c:19]([F:25])[c:20]([N:37]4[CH2:36][CH:35]([NH2:34])[CH2:38]4)[c:21]([Cl:23])[c:22]23)[n:12]1. Reactants: BrCc1ccccc1, C=CCOc1cccc(Oc2ccc(CNc3cccc([N+](=O)[O-])c3C)cc2)c1. Product: C=CCOc1cccc(Oc2ccc(CN(Cc3ccccc3)c3cccc([N+](=O)[O-])c3C)cc2)c1. RXN SMILES: [Br:30][CH2:31][c:32]1[cH:33][cH:34][cH:35][cH:36][cH:37]1.[CH2:1]([CH:2]=[CH2:3])[O:4][c:5]1[cH:6][c:7]([O:8][c:9]2[cH:10][cH:11][c:12]([CH2:13][NH:14][c:15]3[c:16]([CH3:24])[c:17]([N+:21](=[O:22])[O-:23])[cH:18][cH:19][cH:20]3)[cH:25][cH:26]2)[cH:27][cH:28][cH:29]1>>[CH2:1]([CH:2]=[CH2:3])[O:4][c:5]1[cH:6][c:7]([O:8][c:9]2[cH:10][cH:11][c:12]([CH2:13][N:14]([c:15]3[c:16]([CH3:24])[c:17]([N+:21](=[O:22])[O-:23])[cH:18][cH:19][cH:20]3)[CH2:31][c:32]3[cH:33][cH:34][cH:35][cH:36][cH:37]3)[cH:25][cH:26]2)[cH:27][cH:28][cH:29]1. Starting materials: C(C)C1=C(SC=C1)C1(C2=CC=CC=C2C=2C=CC=CC12)O (9-(3-ethylthien-2-yl)-9H-fluoren-9-ol), COC([C@@H](NC(=O)OCC1C2=CC=CC=C2C=2C=CC=CC12)[C@H](O)C)=O (Nα -(9-fluorenylmethoxycarbonyl)-L-threonine methyl ester), OS(=O)(=O)O (H2SO4). The reagents and catalysts are FC(C(=O)O)(F)F (trifluoroacetic acid). Product: C(C)C1=C(SC=C1)C1(C2=CC=CC=C2C=2C=CC=CC12)O[C@@H]([C@H](N)C(=O)O)C (O-[9-(3-Ethylthien-2-yl )-9H-fluoren-9-yl]-L-threonine). RXN SMILES: [CH2:1]([C:3]1[CH:7]=[CH:6][S:5][C:4]=1[C:8]1([OH:21])[C:20]2[CH:19]=[CH:18][CH:17]=[CH:16][C:15]=2[C:14]2[C:9]1=[CH:10][CH:11]=[CH:12][CH:13]=2)[CH3:2].C[O:23][C:24](=[O:47])[C@H:25]([C@@H:44]([CH3:46])O)[NH:26]C(OCC1C2C=CC=CC=2C2C1=CC=CC=2)=O.OS(O)(=O)=O>FC(F)(F)C(O)=O>[CH2:1]([C:3]1[CH:7]=[CH:6][S:5][C:4]=1[C:8]1([O:21][C@H:44]([CH3:46])[C@@H:25]([C:24]([OH:47])=[O:23])[NH2:26])[C:9]2[CH:10]=[CH:11][CH:12]=[CH:13][C:14]=2[C:15]2[C:20]1=[CH:19][CH:18]=[CH:17][CH:16]=2)[CH3:2]. Procedure details: from 9-(3-ethylthien-2-yl)-9H-fluoren-9-ol and Nα -(9-fluorenylmethoxycarbonyl)-L-threonine methyl ester following method A, using trifluoroacetic acid as catalyst in place of H2SO4 ;